From a dataset of the Open Reaction Database (ORD), a public repository of structured organic reaction records. describe an organic reaction: reactants, conditions, products, and yield Starting materials: C(C)OC(=O)C1=C(N=C2N1CCN2C2=C(C=C(C=C2C)C)C)CC (2-ethyl-7-(2,4,6-trimethyl-phenyl)-6,7-dihydro-5H-imidazo[1,2-a]imidazole-3-carboxylic acid ethyl ester), solution, C(CC)[Mg]Cl (n-propylmagnesium chloride), C1(=CC=CC=C1)C (toluene). Run in O1CCCC1 (tetrahydrofuran). Conditions: time 15 minute. Yields the product C(C)C=1N=C2N(C1C(CCC)(CCC)O)CCN2C2=C(C=C(C=C2C)C)C (4-[2-Ethyl-7-(2,4,6-trimethyl-phenyl)-6,7-dihydro-5H-imidazo[1,2-a]imidazol-3-yl]-heptan-4-ol). Yield: 86.0%. As a reaction SMILES: C(O[C:4]([C:6]1[N:10]2[CH2:11][CH2:12][N:13]([C:14]3[C:19]([CH3:20])=[CH:18][C:17]([CH3:21])=[CH:16][C:15]=3[CH3:22])[C:9]2=[N:8][C:7]=1[CH2:23][CH3:24])=[O:5])C.[CH2:25]([Mg]Cl)[CH2:26][CH3:27].[C:30]1(C)[CH:35]=CC=C[CH:31]=1>O1CCCC1>[CH2:23]([C:7]1[N:8]=[C:9]2[N:13]([C:14]3[C:19]([CH3:20])=[CH:18][C:17]([CH3:21])=[CH:16][C:15]=3[CH3:22])[CH2:12][CH2:11][N:10]2[C:6]=1[C:4]([OH:5])([CH2:31][CH2:30][CH3:35])[CH2:25][CH2:26][CH3:27])[CH3:24]. Reported procedure: To a 0° C. solution of 2-ethyl-7-(2,4,6-trimethyl-phenyl)-6,7-dihydro-5H-imidazo[1,2-a]imidazole-3-carboxylic acid ethyl ester (1 mL of a 0.14M solution in toluene) in tetrahydrofuran (1 mL) was added n-propylmagnesium chloride (0.84 mL of 1.0M in tetrahydrofuran). The resulting solution was removed from the ice bath and allowed to stir for 15 min. It was then heated at reflux for 14 h. Upon cooling to room temperature, the reaction solution was quenched with saturated aqueous ammonium chloride,... Reported procedure: 6.8 mg of Methyl [3′-(3-bromo-1-propynyl)-4′-methoxybiphenyl-3-yl acetate was dissolved in 0.2 ml of N,N-dimethylformamide, 10 mg of 4-trifluoromethylphenol and 10 mg of potassium carbonate were added thereto, and the mixture was stirred at room temperature for 3 days. The reaction mixture was diluted with ethyl acetate and washed with water. The organic layer was concentrated to give methyl {4′-methoxy-3′-[3-(4-trifluoromethylphenoxy)-1-propynyl]biphenyl-3-yl}acetate. This product was dissolved... Product: COC1=C(C=C(C=C1)C1=CC(=CC=C1)CC(=O)OC)C#CCOC1=CC=C(C=C1)C(F)(F)F (methyl {4′-methoxy-3′-[3-(4-trifluoromethylphenoxy)-1-propynyl]biphenyl-3-yl}acetate). Reaction conditions: time 3 day. As a reaction SMILES: C(O[C:5]1[CH:6]=[C:7]([C:11]2[CH:16]=[CH:15][C:14]([O:17][CH3:18])=[C:13]([C:19]#[C:20][CH2:21]Br)[CH:12]=2)[CH:8]=[CH:9][CH:10]=1)(=O)C.[F:23][C:24]([F:33])([F:32])[C:25]1[CH:30]=[CH:29][C:28]([OH:31])=[CH:27][CH:26]=1.C(=O)([O-])[O-].[K+].[K+].[C:40]([O:43][CH2:44]C)(=[O:42])[CH3:41]>CN(C)C=O>[CH3:18][O:17][C:14]1[CH:15]=[CH:16][C:11]([C:7]2[CH:8]=[CH:9][CH:10]=[C:5]([CH2:41][C:40]([O:43][CH3:44])=[O:42])[CH:6]=2)=[CH:12][C:13]=1[C:19]#[C:20][CH2:21][O:31][C:28]1[CH:27]=[CH:26][C:25]([C:24]([F:32])([F:33])[F:23])=[CH:30][CH:29]=1 |f:2.3.4|. Run in CN(C=O)C (N,N-dimethylformamide). Starting materials: C(C)(=O)OCC (ethyl acetate), FC(C1=CC=C(C=C1)O)(F)F (4-trifluoromethylphenol), C([O-])([O-])=O.[K+].[K+] (potassium carbonate), C(C)(=O)OC=1C=C(C=CC1)C1=CC(=C(C=C1)OC)C#CCBr (3′-(3-bromo-1-propynyl)-4′-methoxybiphenyl-3-yl acetate). Starting materials: FC(C(=O)O)(F)F.BrC=1C=C(C=CC1F)N1C(=NOC1=O)C1=NON=C1NCC1=CC=C(C=C1)CN1CCS(CC1)(=O)=O (4-(3-bromo-4-fluorophenyl)-3-[4-({4-[(1,1-dioxidothiomorpholin-4-yl)methyl]benzyl}amino)-1,2,5-oxadiazol-3-yl]-1,2,4-oxadiazol-5(4H)-one trifluoroacetate), CN(C=O)C (N,N-dimethylformamide). The reagents and catalysts are [C-]#N.[Zn+2].[C-]#N (zinc cyanide), C=1C=CC(=CC1)[P](C=2C=CC=CC2)(C=3C=CC=CC3)[Pd]([P](C=4C=CC=CC4)(C=5C=CC=CC5)C=6C=CC=CC6)([P](C=7C=CC=CC7)(C=8C=CC=CC8)C=9C=CC=CC9)[P](C=1C=CC=CC1)(C=1C=CC=CC1)C=1C=CC=CC1 (tetrakis(triphenylphosphine)palladium(0)). Solvent: C(C)#N.O (acetonitrile water). Product: FC(C(=O)O)(F)F.O=S1(CCN(CC1)CC1=CC=C(CNC=2C(=NON2)C2=NOC(N2C=2C=CC(=C(C#N)C2)F)=O)C=C1)=O (5-[3-[4-({4-[(1,1-dioxidothiomorpholin-4-yl)methyl]benzyl}amino)-1,2,5-oxadiazol-3-yl]-5-oxo-1,2,4-oxadiazol-4(5H)-yl]-2-fluorobenzonitrile trifluoroacetate). As a reaction SMILES: [F:1][C:2]([F:7])([F:6])[C:3]([OH:5])=[O:4].Br[C:9]1[CH:10]=[C:11]([N:16]2[C:20](=[O:21])[O:19][N:18]=[C:17]2[C:22]2[C:26]([NH:27][CH2:28][C:29]3[CH:34]=[CH:33][C:32]([CH2:35][N:36]4[CH2:41][CH2:40][S:39](=[O:43])(=[O:42])[CH2:38][CH2:37]4)=[CH:31][CH:30]=3)=[N:25][O:24][N:23]=2)[CH:12]=[CH:13][C:14]=1[F:15].[CH3:44][N:45](C)C=O>C(#N)C.O.[C-]#N.[Zn+2].[C-]#N.C1C=CC([P]([Pd]([P](C2C=CC=CC=2)(C2C=CC=CC=2)C2C=CC=CC=2)([P](C2C=CC=CC=2)(C2C=CC=CC=2)C2C=CC=CC=2)[P](C2C=CC=CC=2)(C2C=CC=CC=2)C2C=CC=CC=2)(C2C=CC=CC=2)C2C=CC=CC=2)=CC=1>[F:1][C:2]([F:7])([F:6])[C:3]([OH:5])=[O:4].[O:42]=[S:39]1(=[O:43])[CH2:40][CH2:41][N:36]([CH2:35][C:32]2[CH:33]=[CH:34][C:29]([CH2:28][NH:27][C:26]3[C:22]([C:17]4[N:16]([C:11]5[CH:12]=[CH:13][C:14]([F:15])=[C:9]([CH:10]=5)[C:44]#[N:45])[C:20](=[O:21])[O:19][N:18]=4)=[N:23][O:24][N:25]=3)=[CH:30][CH:31]=2)[CH2:37][CH2:38]1 |f:0.1,3.4,5.6.7,9.10,^1:61,63,82,101|. Procedure details: A solution of 4-(3-bromo-4-fluorophenyl)-3-[4-({4-[(1,1-dioxidothiomorpholin-4-yl)methyl]benzyl}amino)-1,2,5-oxadiazol-3-yl]-1,2,4-oxadiazol-5(4H)-one trifluoroacetate (10 mg, 14 μmol), zinc cyanide (5 mg, 43 μmol), and tetrakis(triphenylphosphine)palladium(0) (8 mg, 7 μmol) in N,N-dimethylformamide (0.25 mL) was heated in the microwave at 150° C. for 5 min. The reaction mixture was diluted with 3:1 acetonitrile/water (2 mL), filtered, and purified by preparative LCMS to give the intermediate 5-... Starting materials: BrC=1C(=NC=C(C(=O)NC2=CC=C(C=C2)OC(F)(F)F)C1)N(C)CCCO (5-bromo-6-((3-hydroxypropyl)(methyl)amino)-N-(4-(trifluoromethoxy)phenyl)nicotinamide), N1=CN=CC(=C1)B(O)O (pyrimidin-5-ylboronic acid), C(=O)([O-])[O-].[Na+].[Na+] (Na2CO3), CCO (EtOH). Solvent: COCCOC (DME), O (water). Yields the product OCCCN(C1=NC=C(C(=O)NC2=CC=C(C=C2)OC(F)(F)F)C=C1C=1C=NC=NC1)C (6-((3-Hydroxypropyl)(methyl)amino)-5-(pyrimidin-5-yl)-N-(4-(trifluoromethoxy)phenyl)nicotinamide). As a reaction SMILES: Br[C:2]1[C:3]([N:22]([CH2:24][CH2:25][CH2:26][OH:27])[CH3:23])=[N:4][CH:5]=[C:6]([CH:21]=1)[C:7]([NH:9][C:10]1[CH:15]=[CH:14][C:13]([O:16][C:17]([F:20])([F:19])[F:18])=[CH:12][CH:11]=1)=[O:8].[N:28]1[CH:33]=[C:32](B(O)O)[CH:31]=[N:30][CH:29]=1.C([O-])([O-])=O.[Na+].[Na+].CCO>COCCOC.O>[OH:27][CH2:26][CH2:25][CH2:24][N:22]([CH3:23])[C:3]1[C:2]([C:32]2[CH:33]=[N:28][CH:29]=[N:30][CH:31]=2)=[CH:21][C:6]([C:7]([NH:9][C:10]2[CH:15]=[CH:14][C:13]([O:16][C:17]([F:20])([F:19])[F:18])=[CH:12][CH:11]=2)=[O:8])=[CH:5][N:4]=1 |f:2.3.4|. Procedure: A mixture of 5-bromo-6-((3-hydroxypropyl)(methyl)amino)-N-(4-(trifluoromethoxy)phenyl)nicotinamide (Stage 165.1, 90 mg, 0.185 mmol), pyrimidin-5-ylboronic acid (22.9 mg, 0.185 mmol) and Na2CO3 (59 mg, 0.554 mmol) in a mixture of DME (4.0 mL), EtOH (0.54 mL) and water (0.80 mL) was flushed with argon for 5 min. Pd(PPh3)2Cl2 was added (6.5 mg, 0.0092 mmol) and the mixture was subjected to MW irradiation at 125° C. for 20 min. The vial was cooled to RT and the RM was evaporated to dryness under red... Starting materials: [Na+], C1CCOC1, [OH-], O, CCOC(=O)c1cnc2cc(CO)nn2c1. Yields the product O=C(O)c1cnc2cc(CO)nn2c1. Reaction SMILES: [Na+:2].[O:20]1[CH2:21][CH2:22][CH2:23][CH2:24]1.[OH-:1].[OH2:19].[OH:3][CH2:4][c:5]1[n:6][n:7]2[c:8]([n:9][cH:10][c:11]([C:13](=[O:14])[O:15][CH2:16][CH3:17])[cH:12]2)[cH:18]1>>[OH:3][CH2:4][c:5]1[n:6][n:7]2[c:8]([n:9][cH:10][c:11]([C:13](=[O:14])[OH:15])[cH:12]2)[cH:18]1. Starting materials: N-Boc-L-tHyp(Tosyloxy)-OMe, [N+](=O)([O-])C1=CC=C(C=C1)O (4-nitrophenol), [OH-].[K+] (KOH). Run in C(C)(=O)OCC.CCCCCC (ethyl acetate hexane), C(C)(=O)OCC.CCCCCC (ethyl acetate hexane). Yields the product [N+](=O)([O-])C1=CC=C(C=C1)OC1=CC=C(C=C1)[N+](=O)[O-] (4-nitrophenyl ether). The yield is 73.6%. RXN SMILES: [OH-:1].[K+].[N+:3]([C:6]1[CH:11]=[CH:10][C:9]([OH:12])=[CH:8][CH:7]=1)([O-:5])=[O:4]>C(OCC)(=O)C.CCCCCC>[N+:3]([C:6]1[CH:11]=[CH:10][C:9]([O:12][C:9]2[CH:10]=[CH:11][C:6]([N+:3]([O-:4])=[O:1])=[CH:7][CH:8]=2)=[CH:8][CH:7]=1)([O-:5])=[O:4] |f:0.1,3.4|. Procedure details: Using N-Boc-L-tHyp(Tosyloxy)-OMe (5g, 10.5 mmol), powdered KOH (1.75 g, 26.5 mmol) and 4-nitrophenol (3.66 g, 26.3 mmol) after 4 days at reflux, 2.52 g (65%) of the corresponding 4-nitrophenyl ether was obtained by column chromatography (silica ge, ethyl acetate/hexane mixtures) and crystallization of the appropriate fractions from ethyl acetate/hexane (1:1). An alternate method is to triturate the oily crude and pentane several times [hexane doesn't work] and then add a very, small amount of et... Product: Cl, O=C(NC1CN2CCC1CC2)c1cc2cccc(-c3ccccc3CO)c2s1. The reactants are Cl, O=C(NC1CN2CCC1CC2)c1cc2cccc(Br)c2s1, [Na+], [Na+], O=C([O-])[O-], CN(C)C=O, OCc1ccccc1B(O)O. Reaction SMILES: [ClH:1].[N:2]12[CH2:3][CH:4]([NH:10][C:11](=[O:12])[c:13]3[s:14][c:15]4[c:16]([cH:17]3)[cH:18][cH:19][cH:20][c:21]4[Br:22])[CH:5]([CH2:6][CH2:7]1)[CH2:8][CH2:9]2.[Na+:34].[Na+:35].[O-:36][C:37](=[O:38])[O-:39].[O:40]=[CH:41][N:42]([CH3:43])[CH3:44].[OH:23][CH2:24][c:25]1[c:26]([B:31]([OH:32])[OH:33])[cH:27][cH:28][cH:29][cH:30]1>>[ClH:1].[N:2]12[CH2:3][CH:4]([NH:10][C:11](=[O:12])[c:13]3[s:14][c:15]4[c:16]([cH:17]3)[cH:18][cH:19][cH:20][c:21]4-[c:26]3[c:25]([CH2:24][OH:23])[cH:30][cH:29][cH:28][cH:27]3)[CH:5]([CH2:6][CH2:7]1)[CH2:8][CH2:9]2.